Task: describe an organic reaction: reactants, conditions, products, and yield. Dataset: the Open Reaction Database (ORD), a public repository of structured organic reaction records The product is Cl.C(C)OC(=O)C1=NOC(=N1)[C@@H](CC1=CC=CC=C1)NC([C@@H](CC1=CC2=CC=CC=C2C=C1)N)=O (5-[(1R)-1-{(2R)-2-amino-3-(2-naphthyl)propionylamino}-2-phenylethyl]-[1,2,4]oxadiazole-3-carboxylic acid ethyl ester hydrochloride). Conditions: time 18 hour. Starting materials: C(C)OC(=O)C1=NOC(=N1)[C@@H](CC1=CC=CC=C1)NC([C@@H](CC1=CC2=CC=CC=C2C=C1)NC(=O)OC(C)(C)C)=O (5-[(1R)-1-{(2R)-2-tert-Butoxycarbonylamino-3-(2-naphthyl)propionylamino}-2-phenylethyl]-[1,2,4]oxadiazole-3-carboxylic acid ethyl ester), Cl (hydrogen chloride). As a reaction SMILES: [CH2:1]([O:3][C:4]([C:6]1[N:10]=[C:9]([C@H:11]([NH:19][C:20](=[O:41])[C@H:21]([NH:33]C(OC(C)(C)C)=O)[CH2:22][C:23]2[CH:32]=[CH:31][C:30]3[C:25](=[CH:26][CH:27]=[CH:28][CH:29]=3)[CH:24]=2)[CH2:12][C:13]2[CH:18]=[CH:17][CH:16]=[CH:15][CH:14]=2)[O:8][N:7]=1)=[O:5])[CH3:2].[ClH:42]>C(OCC)(=O)C>[ClH:42].[CH2:1]([O:3][C:4]([C:6]1[N:10]=[C:9]([C@H:11]([NH:19][C:20](=[O:41])[C@H:21]([NH2:33])[CH2:22][C:23]2[CH:32]=[CH:31][C:30]3[C:25](=[CH:26][CH:27]=[CH:28][CH:29]=3)[CH:24]=2)[CH2:12][C:13]2[CH:14]=[CH:15][CH:16]=[CH:17][CH:18]=2)[O:8][N:7]=1)=[O:5])[CH3:2] |f:3.4|. Run in C(C)(=O)OCC (ethyl acetate). Procedure: 5-[(1R)-1-{(2R)-2-tert-Butoxycarbonylamino-3-(2-naphthyl)propionylamino}-2-phenylethyl]-[1,2,4]oxadiazole-3-carboxylic acid ethyl ester (0.41 g, 0.7 mmol) was suspended in a saturated mixture of hydrogen chloride in ethyl acetate (10 ml). After 18 h at 20° C., the reaction mixture was filtered to give 0.39 g of 5-[(1R)-1-{(2R)-2-amino-3-(2-naphthyl)propionylamino}-2-phenylethyl]-[1,2,4]oxadiazole-3-carboxylic acid ethyl ester hydrochloride. The reactants are CC(CO)Nc1nc(Cl)ncc1-c1cccs1, CCOC(=O)N=S(=O)(c1ccc(N)cc1)C1CC1. Yields the product CCOC(=O)N=S(=O)(c1ccc(Nc2ncc(-c3cccs3)c(NC(C)CO)n2)cc1)C1CC1. RXN SMILES: [Cl:1][c:2]1[n:3][cH:4][c:5](-[c:13]2[s:14][cH:15][cH:16][cH:17]2)[c:6]([NH:8][CH:9]([CH2:10][OH:11])[CH3:12])[n:7]1.[NH2:18][c:19]1[cH:20][cH:21][c:22]([S:25](=[O:26])(=[N:27][C:28](=[O:29])[O:30][CH2:31][CH3:32])[CH:33]2[CH2:34][CH2:35]2)[cH:23][cH:24]1>>[c:2]1([NH:18][c:19]2[cH:20][cH:21][c:22]([S:25](=[O:26])(=[N:27][C:28](=[O:29])[O:30][CH2:31][CH3:32])[CH:33]3[CH2:34][CH2:35]3)[cH:23][cH:24]2)[n:3][cH:4][c:5](-[c:13]2[s:14][cH:15][cH:16][cH:17]2)[c:6]([NH:8][CH:9]([CH2:10][OH:11])[CH3:12])[n:7]1.